From a dataset of the Open Reaction Database (ORD), a public repository of structured organic reaction records. describe an organic reaction: reactants, conditions, products, and yield Reactants: IC1=CC=C(C=O)C=C1 (4-iodobenzaldehyde), [Br-].C1(CCC1)[Zn+] (cyclobutylzinc bromide). Conditions: temperature 60 celsius, time 14 hour. RXN SMILES: I[C:2]1[CH:9]=[CH:8][C:5]([CH:6]=[O:7])=[CH:4][CH:3]=1.[Br-].[CH:11]1([Zn+])[CH2:14][CH2:13][CH2:12]1>Cl[Pd](Cl)([P](C1C=CC=CC=1)(C1C=CC=CC=1)C1C=CC=CC=1)[P](C1C=CC=CC=1)(C1C=CC=CC=1)C1C=CC=CC=1.[Cu]I.O1CCCC1>[CH:11]1([C:2]2[CH:9]=[CH:8][C:5]([CH:6]=[O:7])=[CH:4][CH:3]=2)[CH2:14][CH2:13][CH2:12]1 |f:1.2,^1:18,37|. Reagents/catalysts: Cl[Pd]([P](C1=CC=CC=C1)(C2=CC=CC=C2)C3=CC=CC=C3)([P](C4=CC=CC=C4)(C5=CC=CC=C5)C6=CC=CC=C6)Cl (bis(triphenylphosphine)palladium(II) dichloride), [Cu]I (copper(I) iodide). The solvent is O1CCCC1 (tetrahydrofuran). Reported procedure: To a mixture of 4-iodobenzaldehyde (500 mg), bis(triphenylphosphine)palladium(II) dichloride (75.6 mg), copper(I) iodide (24.6 mg) and dehydrated tetrahydrofuran (10.0 mL), cyclobutylzinc bromide (0.5 mol/L, solution in tetrahydrofuran, 6.46 mL) was added and the mixture was stirred in a sealed tube at 60° C. for 14 hours. After cooling to room temperature, the precipitate was removed by filtration through Celite (registered trademark). The filtrate was concentrated under reduced pressure and th... Yields the product C1(CCC1)C1=CC=C(C=O)C=C1 (4-Cyclobutylbenzaldehyde). The reactants are BrC(C)C (2-Bromopropane), Cl.C(C1=CC=CC=C1)OC1=CC(N(C=C1)C1=CC=C2C3=C(N(C2=C1)C)CNCC3)=O (4-(benzyloxy)-1-(9-methyl-2,3,4,9-tetrahydro-1H-pyrido[3,4-b]indol-7-yl)pyridin-2(1H)-one hydrochloride), C(=O)([O-])[O-].[Cs+].[Cs+] (Cs2CO3). The solvent is C(C)#N (acetonitrile). Reaction conditions: temperature 55 celsius, time 72 hour. Yields the product C(C1=CC=CC=C1)OC1=CC(N(C=C1)C1=CC=C2C3=C(N(C2=C1)C)CN(CC3)C(C)C)=O (4-(benzyloxy)-1-(2-isopropyl-9-methyl-2,3,4,9-tetrahydro-1H-pyrido[3,4-b]indol-7-yl)pyridin-2(1H)-one). As a reaction SMILES: Br[CH:2]([CH3:4])[CH3:3].Cl.[CH2:6]([O:13][C:14]1[CH:19]=[CH:18][N:17]([C:20]2[CH:28]=[C:27]3[C:23]([C:24]4[CH2:33][CH2:32][NH:31][CH2:30][C:25]=4[N:26]3[CH3:29])=[CH:22][CH:21]=2)[C:16](=[O:34])[CH:15]=1)[C:7]1[CH:12]=[CH:11][CH:10]=[CH:9][CH:8]=1.C([O-])([O-])=O.[Cs+].[Cs+]>C(#N)C>[CH2:6]([O:13][C:14]1[CH:19]=[CH:18][N:17]([C:20]2[CH:28]=[C:27]3[C:23]([C:24]4[CH2:33][CH2:32][N:31]([CH:2]([CH3:4])[CH3:3])[CH2:30][C:25]=4[N:26]3[CH3:29])=[CH:22][CH:21]=2)[C:16](=[O:34])[CH:15]=1)[C:7]1[CH:8]=[CH:9][CH:10]=[CH:11][CH:12]=1 |f:1.2,3.4.5|. Procedure details: 2-Bromopropane (1.5 mL, 16 mmol) was added to a mixture of 4-(benzyloxy)-1-(9-methyl-2,3,4,9-tetrahydro-1H-pyrido[3,4-b]indol-7-yl)pyridin-2(1H)-one hydrochloride (138 mg, 0.327 mmol) and Cs2CO3 (1.2 g, 3.7 mmol) in acetonitrile (25 mL). The mixture was stirred at 55° C. for 72 h. The resulting mixture was cooled, and the precipitate was filtered off. The mother liquor was concentrated under vacuum. The residue was purified by preparatory TLC (silica gel, 10:1:0.1 dichloromethane/methanol/concen... Reactants: C(C)(C)(C)OC(=O)N1C(C=2N(CC1)C(=NC2)CC)CCC2=CC(=C(C(=C2)F)Cl)F (8-[2-(4-chloro-3,5-difluoro-phenyl)-ethyl]-3-ethyl-5,6-dihydro-8H-imidazo[1,5-a]pyrazine-7-carboxylic acid tert-butyl ester), ClN1C(CCC1=O)=O (N-chlorosuccinimide). Run in CC#N (MeCN), CC#N (MeCN), CC(OCC)=O (EA). Reaction conditions: temperature 70 celsius. Yields the product C(C)(C)(C)OC(=O)N1C(C=2N(CC1)C(=NC2Cl)CC)CCC2=CC(=C(C(=C2)F)Cl)F (1-chloro-8-[2-(4-chloro-3,5-difluoro-phenyl)-ethyl]-3-ethyl-5,6-dihydro-8H-imidazo[1,5-a]pyrazine-7-carboxylic acid tert-butyl ester). Reaction SMILES: [C:1]([O:5][C:6]([N:8]1[CH2:13][CH2:12][N:11]2[C:14]([CH2:17][CH3:18])=[N:15][CH:16]=[C:10]2[CH:9]1[CH2:19][CH2:20][C:21]1[CH:26]=[C:25]([F:27])[C:24]([Cl:28])=[C:23]([F:29])[CH:22]=1)=[O:7])([CH3:4])([CH3:3])[CH3:2].[Cl:30]N1C(=O)CCC1=O>CC#N.CC(=O)OCC>[C:1]([O:5][C:6]([N:8]1[CH2:13][CH2:12][N:11]2[C:14]([CH2:17][CH3:18])=[N:15][C:16]([Cl:30])=[C:10]2[CH:9]1[CH2:19][CH2:20][C:21]1[CH:22]=[C:23]([F:29])[C:24]([Cl:28])=[C:25]([F:27])[CH:26]=1)=[O:7])([CH3:2])([CH3:3])[CH3:4]. Reported procedure: To a yellow homogeneous solution of 8-[2-(4-chloro-3,5-difluoro-phenyl)-ethyl]-3-ethyl-5,6-dihydro-8H-imidazo[1,5-a]pyrazine-7-carboxylic acid tert-butyl ester (1.150 g; 2.700 mmol) in anhydrous MeCN (40 ml) was added dropwise, at rt, a solution of N-chlorosuccinimide (0.367 g; 2.700 mmol; 1 eq.) in anhydrous MeCN (10 ml). The resulting solution was then heated to 70° C., under nitrogen, for 3 h30. Concentration to dryness afforded a yellow oily residue which was dissolved in EA (80 ml), and thi... Reactants: C1=C(C=CC=2SC3=CC=CC=C3NC12)C(=O)N[C@@H](CC(C)C)C(=O)N[C@@H](CC(C)C)C(=O)N[C@@H](CC(C)C)C(=O)N[C@@H]1C(OCC1)O (N-(10H-Phenothiazin-2-ylcarbonyl)-L-Leucyl-L-Leucyl-N1-[(3S)-2-Hydroxytetrahydrofuran-3-yl]-L-Leucinamide), CC(C(=O)NCC(=O)N[C@@H](CC(C)C)C(=O)N[C@@H]1C(OCC1)OC)(C)OC1=CC=2NC3=CC=CC=C3SC2C=C1 (N-[2-Methyl-2-(10H-Phenothiazin-2-yloxy)Propanoyl]Glycyl-N1-[(3S)-2-Methoxytetrahydrofuran-3-yl]-L-Leucinamide). Product: CC(C(=O)NCC(=O)N[C@@H](CC(C)C)C(=O)N[C@@H]1C(OCC1)O)(C)OC1=CC=2NC3=CC=CC=C3SC2C=C1 (N-[2-Methyl-2-(10H-Phenothiazin-2-yloxy)Propanoyl]Glycyl-N1-[(3S)-2-Hydroxytetrahydrofuran-3-yl]-L-Leucinamide). Reaction SMILES: C1C2NC3C(=CC=CC=3)SC=2C=CC=1C(N[C@H](C(N[C@H](C(N[C@H](C(N[C@H]1CCOC1O)=O)CC(C)C)=O)CC(C)C)=O)CC(C)C)=O.[CH3:48][C:49]([O:73][C:74]1[CH:87]=[CH:86][C:85]2[S:84][C:83]3[C:78](=[CH:79][CH:80]=[CH:81][CH:82]=3)[NH:77][C:76]=2[CH:75]=1)([CH3:72])[C:50]([NH:52][CH2:53][C:54]([NH:56][C@H:57]([C:62]([NH:64][C@H:65]1[CH2:69][CH2:68][O:67][CH:66]1[O:70]C)=[O:63])[CH2:58][CH:59]([CH3:61])[CH3:60])=[O:55])=[O:51]>>[CH3:72][C:49]([O:73][C:74]1[CH:87]=[CH:86][C:85]2[S:84][C:83]3[C:78](=[CH:79][CH:80]=[CH:81][CH:82]=3)[NH:77][C:76]=2[CH:75]=1)([CH3:48])[C:50]([NH:52][CH2:53][C:54]([NH:56][C@H:57]([C:62]([NH:64][C@H:65]1[CH2:69][CH2:68][O:67][CH:66]1[OH:70])=[O:63])[CH2:58][CH:59]([CH3:61])[CH3:60])=[O:55])=[O:51]. Procedure: The experimental protocol is the same as that described for the compound of Example 2, starting with the compound of Example 59 instead of the compound of Example 1. A beige solid is obtained. Melting point: 127-128° C. The reactants are product, ethyl isocyanato acetate, CC(C)C1=C(C(=CC=C1)C(C)C)NC(CNCC(C1=CC=CC=C1)C1=CC=CC=C1)=O (N-[2,6-bis(1-Methylethyl)phenyl]-2-[(2,2-diphenylethyl)amino]acetamide), CN(C1=CC=C(C=C1)N=C=S)C (4-dimethylaminophenylisothiocyanate). The product is CC(C)C1=C(C(=CC=C1)C(C)C)NC(CN(CC1=CC=CC=C1)C(=S)NC1=CC=C(C=C1)N(C)C)=O (N-[2,6-bis(1-Methylethyl)phenyl]-2-[[[[4-(dimethylamino)phenyl]amino]thioxomethyl](phenylmethyl)amino]acetamide). As a reaction SMILES: [CH3:1][CH:2]([C:4]1[CH:9]=[CH:8][CH:7]=[C:6]([CH:10]([CH3:12])[CH3:11])[C:5]=1[NH:13][C:14](=[O:31])[CH2:15][NH:16][CH2:17]C(C1C=CC=CC=1)C1C=CC=CC=1)[CH3:3].[CH3:32][N:33]([CH3:43])[C:34]1[CH:39]=[CH:38][C:37]([N:40]=[C:41]=[S:42])=[CH:36][CH:35]=1>>[CH3:3][CH:2]([C:4]1[CH:9]=[CH:8][CH:7]=[C:6]([CH:10]([CH3:12])[CH3:11])[C:5]=1[NH:13][C:14](=[O:31])[CH2:15][N:16]([C:41]([NH:40][C:37]1[CH:38]=[CH:39][C:34]([N:33]([CH3:43])[CH3:32])=[CH:35][CH:36]=1)=[S:42])[CH2:17][C:4]1[CH:9]=[CH:8][CH:7]=[CH:6][CH:5]=1)[CH3:1]. Reported procedure: When in the procedure of Example 80 an appropriate amount of the product of Example 71 was substituted for the product of Example 70 and an appropriate amount of 4-dimethylaminophenylisothiocyanate was substituted for ethyl isocyanato acetate the title compound was obtained. Total yield, 0.84 g (80%).